From a dataset of the Open Reaction Database (ORD), a public repository of structured organic reaction records. describe an organic reaction: reactants, conditions, products, and yield The reactants are O=C(O)c1ncccc1Br, CO, FB(F)F. Product: COC(=O)c1ncccc1Br. Reaction SMILES: [Br:1][c:2]1[c:3]([C:8](=[O:9])[OH:10])[n:4][cH:5][cH:6][cH:7]1.[CH3:15][OH:16].[F:11][B:12]([F:13])[F:14]>>[Br:1][c:2]1[c:3]([C:8](=[O:9])[O:10][CH3:15])[n:4][cH:5][cH:6][cH:7]1. The reactants are Cc1cc(F)ccc1-c1cc(N2CCCC2CO)ncc1N(C)C(=O)C(C)(C)c1cc(C(F)(F)F)cc(C(F)(F)F)c1, [Na+], O=C1NC(=O)c2ccccc21, CCOC(=O)N=NC(=O)OCC, C1CCOC1, [OH-], c1ccc(P(c2ccccc2)c2ccccc2)cc1. Product: Cc1cc(F)ccc1-c1cc(N2CCCC2CN2C(=O)c3ccccc3C2=O)ncc1N(C)C(=O)C(C)(C)c1cc(C(F)(F)F)cc(C(F)(F)F)c1. RXN SMILES: [F:1][C:2]([c:3]1[cH:4][c:5]([C:13]([C:14](=[O:15])[N:16]([CH3:17])[c:18]2[cH:19][n:20][c:21]([N:32]3[CH:33]([CH2:37][OH:38])[CH2:34][CH2:35][CH2:36]3)[cH:22][c:23]2-[c:24]2[c:25]([CH3:31])[cH:26][c:27]([F:30])[cH:28][cH:29]2)([CH3:39])[CH3:40])[cH:6][c:7]([C:9]([F:10])([F:11])[F:12])[cH:8]1)([F:41])[F:42].[Na+:91].[O:43]=[C:44]1[NH:45][C:46](=[O:47])[c:48]2[cH:49][cH:50][cH:51][cH:52][c:53]21.[O:54]=[C:55]([O:56][CH2:57][CH3:58])[N:59]=[N:60][C:61]([O:62][CH2:63][CH3:64])=[O:65].[O:85]1[CH2:86][CH2:87][CH2:88][CH2:89]1.[OH-:90].[c:66]1([P:67]([c:68]2[cH:69][cH:70][cH:71][cH:72][cH:73]2)[c:74]2[cH:75][cH:76][cH:77][cH:78][cH:79]2)[cH:80][cH:81][cH:82][cH:83][cH:84]1>>[F:1][C:2]([c:3]1[cH:4][c:5]([C:13]([C:14](=[O:15])[N:16]([CH3:17])[c:18]2[cH:19][n:20][c:21]([N:32]3[CH:33]([CH2:37][N:45]4[C:44](=[O:43])[c:53]5[c:48]([cH:49][cH:50][cH:51][cH:52]5)[C:46]4=[O:47])[CH2:34][CH2:35][CH2:36]3)[cH:22][c:23]2-[c:24]2[c:25]([CH3:31])[cH:26][c:27]([F:30])[cH:28][cH:29]2)([CH3:39])[CH3:40])[cH:6][c:7]([C:9]([F:10])([F:11])[F:12])[cH:8]1)([F:41])[F:42]. The reactants are ClC(C(=O)N1C2=C(NC(C3=C1C=CC=C3)=O)C=CC=N2)C (11-(2-chloropropionyl)-5,11-dihydro-6H-pyrido-[2,3-b][1,4]-benzodiazepine-6-one), C([O-])([O-])=O.[Na+].[Na+] (sodium carbonate), CN1CCNCC1 (1-methyl-piperazine). Run in C(C)O (ethanol). Yields the product CN1C2=C(N(C3=C(C1=O)C=CC=C3)C(C(C)N3CCN(CC3)C)=O)N=CC=C2 (5,11-dihydro-5-methyl-11-[2-(4-methyl-1-piperazinyl)-propionyl]-6H-pyrido-[2,3-b][1,4]-benzodiazepine-6-one). The yield is 36.0%. RXN SMILES: Cl[CH:2]([CH3:21])[C:3]([N:5]1[C:11]2[CH:12]=[CH:13][CH:14]=[CH:15][C:10]=2[C:9](=[O:16])[NH:8][C:7]2[CH:17]=[CH:18][CH:19]=[N:20][C:6]1=2)=[O:4].[C:22](=O)([O-])[O-].[Na+].[Na+].[CH3:28][N:29]1[CH2:34][CH2:33][NH:32][CH2:31][CH2:30]1>C(O)C>[CH3:22][N:8]1[C:9](=[O:16])[C:10]2[CH:15]=[CH:14][CH:13]=[CH:12][C:11]=2[N:5]([C:3](=[O:4])[CH:2]([N:32]2[CH2:33][CH2:34][N:29]([CH3:28])[CH2:30][CH2:31]2)[CH3:21])[C:6]2[N:20]=[CH:19][CH:18]=[CH:17][C:7]1=2 |f:1.2.3|. Procedure: A mixture of 9.5 g of the product of Step A, 3.2 g of sodium carbonate and 4 ml of 1-methyl-piperazine in 120 ml of ethanol was refluxed for 7 hours and the hot solution was then vacuum filtered. The filtrate was evaporated to a volume of about 50 ml and the crystalline precipitate was separated. Then the filtrate was evaporated to dryness in vacuo and the residue was crystallized from isopropanol to obtain a 36% yield of 5,11-dihydro-5-methyl-11-[2-(4-methyl-1-piperazinyl)-propionyl]-6H-pyrido-... Reactants: B, CSC, CO, O=C1Nc2ccccc2Sc2ccccc21, C1CCOC1. The product is c1ccc2c(c1)CNc1ccccc1S2. Reaction SMILES: [BH3:20].[CH3:17][S:18][CH3:19].[CH3:21][OH:22].[O:1]=[C:2]1[NH:3][c:4]2[c:5]([cH:13][cH:14][cH:15][cH:16]2)[S:6][c:7]2[c:8]1[cH:9][cH:10][cH:11][cH:12]2.[O:23]1[CH2:24][CH2:25][CH2:26][CH2:27]1>>[CH2:2]1[NH:3][c:4]2[c:5]([cH:13][cH:14][cH:15][cH:16]2)[S:6][c:7]2[c:8]1[cH:9][cH:10][cH:11][cH:12]2. Starting materials: CC(C)(C)C(N)=O, Cc1nc2ccccc2n1C1CC2CCC(C1)N2CCC1(c2ccccc2)CCNCC1, CCN=C=NCCCN(C)C, CN(C)c1ccncc1, S=C=Nc1ccc(Cl)cc1, [H-], [Na+], CN(C)C=O. The product is Cc1nc2ccccc2n1C1CC2CCC(C1)N2CCC1(c2ccccc2)CCN(C(=NC(=O)C(C)(C)C)Nc2ccc(Cl)cc2)CC1. As a reaction SMILES: [CH3:1][C:2]([C:3](=[O:4])[NH2:5])([CH3:6])[CH3:7].[CH3:20][c:21]1[n:22][c:23]2[c:24]([n:25]1[CH:26]1[CH2:27][CH:28]3[CH2:29][CH2:30][CH:31]([CH2:32]1)[N:33]3[CH2:34][CH2:35][C:36]1([c:42]3[cH:43][cH:44][cH:45][cH:46][cH:47]3)[CH2:37][CH2:38][NH:39][CH2:40][CH2:41]1)[cH:48][cH:49][cH:50][cH:51]2.[CH3:52][CH2:53][N:54]=[C:55]=[N:56][CH2:57][CH2:58][CH2:59][N:60]([CH3:61])[CH3:62].[CH3:68][N:69]([c:70]1[cH:71][cH:72][n:73][cH:74][cH:75]1)[CH3:76].[Cl:10][c:11]1[cH:12][cH:13][c:14]([N:17]=[C:18]=[S:19])[cH:15][cH:16]1.[H-:8].[Na+:9].[O:63]=[CH:64][N:65]([CH3:66])[CH3:67]>>[CH3:1][C:2]([C:3](=[O:4])[N:5]=[C:18]([NH:17][c:14]1[cH:13][cH:12][c:11]([Cl:10])[cH:16][cH:15]1)[N:39]1[CH2:38][CH2:37][C:36]([CH2:35][CH2:34][N:33]2[CH:28]3[CH2:27][CH:26]([n:25]4[c:21]([CH3:20])[n:22][c:23]5[c:24]4[cH:48][cH:49][cH:50][cH:51]5)[CH2:32][CH:31]2[CH2:30][CH2:29]3)([c:42]2[cH:43][cH:44][cH:45][cH:46][cH:47]2)[CH2:41][CH2:40]1)([CH3:6])[CH3:7]. Reactants: Cl (HCl), C1(O)=CC(O)=CC=C1 (resorcinol), S(O)(O)(=O)=O.N1=C(C=CC=C1)CCC(=O)O (3-pyridin-2-yl-propionic acid sulphuric acid salt), CC(=O)[O-].[Na+] (NaOAc). Run in B(F)(F)F.CCOCC (boron trifluoride diethyl etherate). Reaction conditions: time 5 hour. The product is OC1=C(C=CC(=C1)O)C(CCC1=NC=CC=C1)=O (1-(2,4-dihydroxyphenyl)-3-(pyridine-2-yl)propan-1-one). The yield is 24.0%. Reaction SMILES: [C:1]1([CH:8]=[CH:7][CH:6]=[C:4]([OH:5])[CH:3]=1)[OH:2].S(=O)(=O)(O)O.[N:14]1[CH:19]=[CH:18][CH:17]=[CH:16][C:15]=1[CH2:20][CH2:21][C:22](O)=[O:23].CC([O-])=O.[Na+].Cl>B(F)(F)F.CCOCC>[OH:2][C:1]1[CH:3]=[C:4]([OH:5])[CH:6]=[CH:7][C:8]=1[C:22](=[O:23])[CH2:21][CH2:20][C:15]1[CH:16]=[CH:17][CH:18]=[CH:19][N:14]=1 |f:1.2,3.4,6.7|. Procedure: A mixture of resorcinol (2.2 g, 20 mmol), 3-pyridin-2-yl-propionic acid sulphuric acid salt (5 g, 20 mmol) and 50 ml boron trifluoride diethyl etherate (BF3.Et2O) was stirred at 90 C for 5 hours under N2 (monitored by TLC). The reaction mixture was poured into 10% aqueous NaOAc solution and allowed to stand for 30 min and the solution was neutralized to pH=7 by 1M HCl and was extracted with EtOAc (3×50 ml). The combined EtOAc layer was washed with water, brine and dried over Na2SO4. The residue ... The reactants are BrB(Br)Br, ClCCl, COc1ccc(-c2cc3ccc(O)cc3oc2=O)cc1. Product: O=c1oc2cc(O)ccc2cc1-c1ccc(O)cc1. RXN SMILES: [B:21]([Br:22])([Br:23])[Br:24].[Cl:25][CH2:26][Cl:27].[OH:1][c:2]1[cH:3][cH:4][c:5]2[cH:6][c:7](-[c:13]3[cH:14][cH:15][c:16]([O:19][CH3:20])[cH:17][cH:18]3)[c:8](=[O:12])[o:9][c:10]2[cH:11]1>>[OH:1][c:2]1[cH:3][cH:4][c:5]2[cH:6][c:7](-[c:13]3[cH:14][cH:15][c:16]([OH:19])[cH:17][cH:18]3)[c:8](=[O:12])[o:9][c:10]2[cH:11]1.